This data is from the Open Reaction Database (ORD), a public repository of structured organic reaction records. The task is: describe an organic reaction: reactants, conditions, products, and yield Starting materials: O (water), [F-].[K+] (potassium fluoride), CC(C)(C)C1=NC=C(C(=N1)Cl)C(C(=O)OCC)C(C)C (ethyl (RS)-2-[2-(2-methylprop-2-yl)-4-chloropyrimidin-5-yl]-3-methylbutyrate), C1COCCOCCOCCOCCOCCO1 (18-crown-6). Solvent: S1(=O)(=O)CCCC1 (sulpholane). Conditions: temperature 150 celsius. Yields the product CC(C)(C)C1=NC=C(C(=N1)F)C(C(=O)OCC)C(C)C (ethyl (RS)-2-[2-(2-methylprop-2-yl)-4-fluoropyrimidin-5-yl]-3-methylbutyrate). The yield is 45.0%. As a reaction SMILES: [F-:1].[K+].[CH3:3][C:4]([C:7]1[N:12]=[C:11](Cl)[C:10]([CH:14]([CH:20]([CH3:22])[CH3:21])[C:15]([O:17][CH2:18][CH3:19])=[O:16])=[CH:9][N:8]=1)([CH3:6])[CH3:5].C1OCCOCCOCCOCCOCCOC1.O>S1(CCCC1)(=O)=O>[CH3:3][C:4]([C:7]1[N:12]=[C:11]([F:1])[C:10]([CH:14]([CH:20]([CH3:22])[CH3:21])[C:15]([O:17][CH2:18][CH3:19])=[O:16])=[CH:9][N:8]=1)([CH3:6])[CH3:5] |f:0.1|. Procedure details: A stirred suspension of dry potassium fluoride (1.41 g) and ethyl (RS)-2-[2-(2-methylprop-2-yl)-4-chloropyrimidin-5-yl]-3-methylbutyrate (1.88 g) in dry sulpholane (14 cm3) in the presence of 18-crown-6 (0.38 g) was heated to 150° C. for a period of 24 hours, under an atmosphere of dry nitrogen. After cooling to the ambient temperature (ca. 22° C.), the reaction mixture was poured into water, and extracted into ethyl acetate. The organic layer was washed with water and brine, dried and the solve... The solvent is C(C)O (ethanol). Yields the product ClC1=CC=C(CC2C(C(CC2)(C)C)=O)C=C1 (2-(4-chlorobenzyl)-5,5-dimethylcylopentanone). The reagents and catalysts are [C].[Pd] (palladium-carbon). Reported procedure: 5 g of 2-(4-chlorobenzylidene)-5,5-dimethylcylopentanone (prepared in Example 5) was dissolved in 40 ml of ethanol, and 60 mg palladium-carbon (10%) was added to the mixture. The hydrogenation reaction was carried out under normal pressure until theoretical amount of hydrogen was absorbed. Reactants: ClC1=CC=C(C=C2C(C(CC2)(C)C)=O)C=C1 (2-(4-chlorobenzylidene)-5,5-dimethylcylopentanone), [H][H] (hydrogen). As a reaction SMILES: [Cl:1][C:2]1[CH:16]=[CH:15][C:5]([CH:6]=[C:7]2[CH2:11][CH2:10][C:9]([CH3:13])([CH3:12])[C:8]2=[O:14])=[CH:4][CH:3]=1.[H][H]>C(O)C.[C].[Pd]>[Cl:1][C:2]1[CH:3]=[CH:4][C:5]([CH2:6][CH:7]2[CH2:11][CH2:10][C:9]([CH3:13])([CH3:12])[C:8]2=[O:14])=[CH:15][CH:16]=1 |f:3.4|. Yield: 86.7%. RXN SMILES: [C:1]1(B(O)O)[CH:6]=[CH:5][CH:4]=[CH:3][CH:2]=1.Br[C:11]1[CH:16]=[CH:15][CH:14]=[C:13]([Br:17])[C:12]=1[O:18][CH3:19].C(=O)([O-])[O-].[K+].[K+]>COCCOC.O>[Br:17][C:13]1[C:12]([O:18][CH3:19])=[C:11]([C:1]2[CH:6]=[CH:5][CH:4]=[CH:3][CH:2]=2)[CH:16]=[CH:15][CH:14]=1 |f:2.3.4|. Procedure: A mixture of phenylboronic acid (3.4 g, 28.7 mmol), 2,6-dibromoanisole (22.3 g, 83.8 mmol, 3 equiv.) and palladium tetrakistriphenylphosphine (0.6 g) in ethylene glycol dimethyl ether (50 mL) and a solution of potassium carbonate (10.8 g, 0.078 mol) in water (50 mL) were kept at reflux under nitrogen with good stirring overnight. After cooling, the reaction mixture was partitioned between ethyl acetate (800 mL) and water (400 mL). The organic phase was washed with water (2×400 mL), dried over so... The solvent is COCCOC (ethylene glycol dimethyl ether), O (water). Product: BrC=1C(=C(C=CC1)C1=CC=CC=C1)OC (3-Bromo-2-methoxybiphenyl). Conditions: time 8 hour. Starting materials: C([O-])([O-])=O.[K+].[K+] (potassium carbonate), C1(=CC=CC=C1)B(O)O (phenylboronic acid), BrC1=C(C(=CC=C1)Br)OC (2,6-dibromoanisole), palladium tetrakistriphenylphosphine. Starting materials: C(C(O)C)(=O)O (Lactic acid), aqueous solution, ClCCO (2-chloroethanol), OS(=O)(=O)O (H2SO4), O (H2O). Run in C1(=CC=CC=C1)C (toluene). The product is C(C(O)C)(=O)OCCCl (2-chloroethyl lactate). The yield is 60.0%. RXN SMILES: [C:1]([OH:6])(=[O:5])[CH:2]([CH3:4])[OH:3].[Cl:7][CH2:8][CH2:9]O.OS(O)(=O)=O.O>C1(C)C=CC=CC=1>[C:1]([O:6][CH2:9][CH2:8][Cl:7])(=[O:5])[CH:2]([CH3:4])[OH:3]. Procedure: Lactic acid (74 mL of an 85% aqueous solution, 0.84 mol) and freshly distilled 2-chloroethanol (670 mL, 10.0 mol) were refluxed with 400 mL of toluene and 0.4 mL of conc. H2SO4 until one equivalent of H2O was collected in a Dean-Stark trap. The reaction mixture was cooled to room temperature, diluted with ethyl ether, and washed with a NaHCO3 /NaCl solution. The organic phase was dried with MgSO4, solvent was removed under reduced pressure, and the residue was distilled at 10 mm Hg. A fraction r... Reactants: N#CC1(NC(=O)C2CC(S(=O)(=O)c3ccccc3C(F)(F)F)CN2)CC1, CC(=O)OC(C)=O, Cl. Product: CC(=O)N1CC(S(=O)(=O)c2ccccc2C(F)(F)F)CC1C(=O)NC1(C#N)CC1. Reaction SMILES: [C:2](#[N:3])[C:4]1([NH:7][C:8](=[O:9])[CH:10]2[NH:11][CH2:12][CH:13]([S:15](=[O:16])(=[O:17])[c:18]3[c:19]([C:24]([F:25])([F:26])[F:27])[cH:20][cH:21][cH:22][cH:23]3)[CH2:14]2)[CH2:5][CH2:6]1.[CH3:28][C:29](=[O:30])[O:31][C:32](=[O:33])[CH3:34].[ClH:1]>>[C:2](#[N:3])[C:4]1([NH:7][C:8](=[O:9])[CH:10]2[N:11]([C:29]([CH3:28])=[O:30])[CH2:12][CH:13]([S:15](=[O:16])(=[O:17])[c:18]3[c:19]([C:24]([F:25])([F:26])[F:27])[cH:20][cH:21][cH:22][cH:23]3)[CH2:14]2)[CH2:5][CH2:6]1. The reactants are O (water), [H][H] (hydrogen), N([C@@H](CC1=CC=C(C=C1)F)C(=O)O)C(=O)OCC1=CC=CC=C1 (Z-Phe(4-F)-OH), TEA, C(C)(C)(C)C=1C=C(C=CC1O)CC(CS(=O)(=O)C)NC(C(C(C)C)NCC(=O)OCC1=CC=CC=C1)=O (2-(benzyloxycarbonyl)methylamino-3-methylbutyric acid 2-(3-t-butyl-4-hydroxyphenyl)-1-methanesulfonylmethylethylamide). Reagents/catalysts: [C].[Pd] (palladium carbon). Run in C1CCOC1 (THF), CO (methanol). Conditions: time 8 hour. The product is C(C)(C)(C)C=1C=C(C=CC1O)CC(CS(=O)(=O)C)NC(C(C(C)C)N(C)C(C(CC1=CC=C(C=C1)F)NC(=O)OCC1=CC=CC=C1)=O)=O (2-((2-benzyloxycarbonylamino-3-(4-fluorophenyl)propionyl)-N-methylamino)-3-methylbutyric acid 2-(3-t-butyl-4-hydroxyphenyl)-1-methanesulfonylmethylethylamide). Yield: 56.8%. As a reaction SMILES: [C:1]([C:5]1[CH:6]=[C:7]([CH2:12][CH:13]([NH:19][C:20](=[O:37])[CH:21]([NH:25][CH2:26]C(OCC2C=CC=CC=2)=O)[CH:22]([CH3:24])[CH3:23])[CH2:14][S:15]([CH3:18])(=[O:17])=[O:16])[CH:8]=[CH:9][C:10]=1[OH:11])([CH3:4])([CH3:3])[CH3:2].[H][H].[NH:40]([C:53]([O:55][CH2:56][C:57]1[CH:62]=[CH:61][CH:60]=[CH:59][CH:58]=1)=[O:54])[C@H:41]([C:50]([OH:52])=O)[CH2:42][C:43]1[CH:48]=[CH:47][C:46]([F:49])=[CH:45][CH:44]=1.O>CO.C1COCC1.[C].[Pd]>[C:1]([C:5]1[CH:6]=[C:7]([CH2:12][CH:13]([NH:19][C:20](=[O:37])[CH:21]([N:25]([C:50](=[O:52])[CH:41]([NH:40][C:53]([O:55][CH2:56][C:57]2[CH:62]=[CH:61][CH:60]=[CH:59][CH:58]=2)=[O:54])[CH2:42][C:43]2[CH:44]=[CH:45][C:46]([F:49])=[CH:47][CH:48]=2)[CH3:26])[CH:22]([CH3:23])[CH3:24])[CH2:14][S:15]([CH3:18])(=[O:16])=[O:17])[CH:8]=[CH:9][C:10]=1[OH:11])([CH3:2])([CH3:4])[CH3:3] |f:6.7|. Reported procedure: To a solution of 2-(benzyloxycarbonyl)methylamino-3-methylbutyric acid 2-(3-t-butyl-4-hydroxyphenyl)-1-methanesulfonylmethylethylamide (0.65 g, 1.22 mmol) in methanol (10 ml), 10% palladium carbon (130 mg) was added and stirred in a hydrogen atmosphere at room temperature for 30 min. After filtration, the filtrate was concentrated under reduced pressure. To a solution of the thus obtained residue, Z-Phe(4-F)-OH (465 mg, 1.47 mmol) and CMPI (375 mg, 1.47 mmol) in THF (15 ml), TEA (0.41 ml, 2.93 m... As a reaction SMILES: [H:29][H:30].[N+:1]([O-:2])(=[O:3])[c:4]1[c:5]([NH:14][c:15]2[cH:16][cH:17][c:18]([O:19][CH:20]([C:21](=[O:22])[O:23][CH2:24][CH3:25])[CH3:26])[cH:27][cH:28]2)[cH:6][cH:7][c:8]([C:10]([F:11])([F:12])[F:13])[cH:9]1.[O:31]1[CH2:32][CH2:33][CH2:34][CH2:35]1>>[NH2:1][c:4]1[c:5]([NH:14][c:15]2[cH:16][cH:17][c:18]([O:19][CH:20]([C:21](=[O:22])[O:23][CH2:24][CH3:25])[CH3:26])[cH:27][cH:28]2)[cH:6][cH:7][c:8]([C:10]([F:11])([F:12])[F:13])[cH:9]1. Starting materials: [H][H], CCOC(=O)C(C)Oc1ccc(Nc2ccc(C(F)(F)F)cc2[N+](=O)[O-])cc1, C1CCOC1. Product: CCOC(=O)C(C)Oc1ccc(Nc2ccc(C(F)(F)F)cc2N)cc1.